Dataset: the Open Reaction Database (ORD), a public repository of structured organic reaction records. Task: describe an organic reaction: reactants, conditions, products, and yield The reactants are CC(C)(C)C(=O)C(Br)C(c1ccc(Cl)cc1Cl)S(=O)(=O)c1ccccc1, [K+], C1CCOC1, [OH-], O. Product: CC(C)(C)C(=O)C=C(c1ccc(Cl)cc1Cl)S(=O)(=O)c1ccccc1. Reaction SMILES: [Br:1][CH:2]([CH:3]([S:4](=[O:5])(=[O:6])[c:7]1[cH:8][cH:9][cH:10][cH:11][cH:12]1)[c:13]1[c:14]([Cl:20])[cH:15][c:16]([Cl:19])[cH:17][cH:18]1)[C:21]([C:22]([CH3:23])([CH3:24])[CH3:25])=[O:26].[K+:28].[O:29]1[CH2:30][CH2:31][CH2:32][CH2:33]1.[OH-:27].[OH2:34]>>[CH:2](=[C:3]([S:4](=[O:5])(=[O:6])[c:7]1[cH:8][cH:9][cH:10][cH:11][cH:12]1)[c:13]1[c:14]([Cl:20])[cH:15][c:16]([Cl:19])[cH:17][cH:18]1)[C:21]([C:22]([CH3:23])([CH3:24])[CH3:25])=[O:26]. The reactants are ClCCl, O=C(O)C(F)(F)F, [O-][n+]1nc(NCCN2CCCCC2)nc2ccc3c(c21)CCC3, N, OO. Yields the product [O-][n+]1nc(NCCN2CCCCC2)[n+]([O-])c2ccc3c(c21)CCC3. RXN SMILES: [Cl:33][CH2:34][Cl:35].[F:26][C:27]([F:28])([F:30])[C:31](=[O:29])[OH:32].[N:3]1([CH2:9][CH2:10][NH:11][c:12]2[n:13][n+:14]([O-:25])[c:15]3[c:16]([n:17]2)[cH:18][cH:19][c:20]2[c:24]3[CH2:23][CH2:22][CH2:21]2)[CH2:4][CH2:5][CH2:6][CH2:7][CH2:8]1.[NH3:36].[OH:1][OH:2]>>[N:3]1([CH2:9][CH2:10][NH:11][c:12]2[n:13][n+:14]([O-:25])[c:15]3[c:16]([n+:17]2[O-:29])[cH:18][cH:19][c:20]2[c:24]3[CH2:23][CH2:22][CH2:21]2)[CH2:4][CH2:5][CH2:6][CH2:7][CH2:8]1. Reactants: 2D, BrC1=C2C=CC=C(C2=CC2=CC=CC=C12)CO ((10-bromo-1-anthryl)-methanol), C=1C=C[NH+]=CC1.[O-][Cr](=O)(=O)Cl (PCC). The product is BrC1=C2C=CC=C(C2=CC2=CC=CC=C12)C=O (10-bromo-1-anthracenecarbaldehyde). RXN SMILES: [Br:1][C:2]1[C:15]2[C:10](=[CH:11][CH:12]=[CH:13][CH:14]=2)[CH:9]=[C:8]2[C:3]=1[CH:4]=[CH:5][CH:6]=[C:7]2[CH2:16][OH:17].C1C=C[NH+]=CC=1.[O-][Cr](Cl)(=O)=O>>[Br:1][C:2]1[C:15]2[C:10](=[CH:11][CH:12]=[CH:13][CH:14]=2)[CH:9]=[C:8]2[C:3]=1[CH:4]=[CH:5][CH:6]=[C:7]2[CH:16]=[O:17] |f:1.2|. Procedure details: Using the procedure outlined in 2D, oxidation of (10-bromo-1-anthryl)-methanol with PCC gave 10-bromo-1-anthracenecarbaldehyde mp 134.5°-135.5°, (PhCH3 /hexane), (C, H, Br). Reactants: NC1=NC2=NC(=C(C(=C2C=C1)C)C)O (2-amino-7-hydroxy-5,6-dimethyl-1,8-naphthyridine), C(C)(=O)OC(C)=O (acetic anhydride). Yields the product N(C(=O)C)C1=NC2=NC(=C(C(=C2C=C1)C)C)O (2-Acetamino-7-hydroxy-5,6-dimethyl-1,8-naphthyridine). Yield: 37.0%. RXN SMILES: [NH2:1][C:2]1[CH:11]=[CH:10][C:9]2[C:4](=[N:5][C:6]([OH:14])=[C:7]([CH3:13])[C:8]=2[CH3:12])[N:3]=1.[C:15](OC(=O)C)(=[O:17])[CH3:16]>>[NH:1]([C:2]1[CH:11]=[CH:10][C:9]2[C:4](=[N:5][C:6]([OH:14])=[C:7]([CH3:13])[C:8]=2[CH3:12])[N:3]=1)[C:15]([CH3:16])=[O:17]. Procedure details: 142 g (0.75 mol) of 2-amino-7-hydroxy-5,6-dimethyl-1,8-naphthyridine and 640 ml of acetic anhydride are boiled under reflux for 30 minutes. After the mixture has been cooled, the product is filtered off and purified by stirring with CH2Cl2 and methanol. There is obtained 64.1 g (37%) of a gray solid. The reactants are C([O-])([O-])=O.[K+].[K+] (potassium carbonate), [N+](=O)([O-])C1=C2C=NNC2=CC=C1 (4-Nitroindazole), Cl.ClCCN1CCCC1 (1-(2-chloro-ethyl)-pyrrolidine hydrochloride). Solvent: CN(C=O)C (N,N-dimethylformamide). Run at temperature 60 celsius, time 30 minute. The product is [N+](=O)([O-])C=1C2=CN(N=C2C=CC1)CCN1CCCC1 (4-nitro-2-(2-pyrrolidin-1-yl-ethyl)-2H-indazole). RXN SMILES: [N+:1]([C:4]1[CH:12]=[CH:11][CH:10]=[C:9]2[C:5]=1[CH:6]=[N:7][NH:8]2)([O-:3])=[O:2].C(=O)([O-])[O-].[K+].[K+].Cl.Cl[CH2:21][CH2:22][N:23]1[CH2:27][CH2:26][CH2:25][CH2:24]1>CN(C)C=O>[N+:1]([C:4]1[C:5]2[C:9]([CH:10]=[CH:11][CH:12]=1)=[N:8][N:7]([CH2:21][CH2:22][N:23]1[CH2:27][CH2:26][CH2:25][CH2:24]1)[CH:6]=2)([O-:3])=[O:2] |f:1.2.3,4.5|. Reported procedure: 4-Nitroindazole (3.00 g, 18.4 mmol) was dissolved in 60 mL of N,N-dimethylformamide and potassium carbonate (7.50 g, 54.3 mmol) was added. The mixture was stirred for 30 minutes and then 1-(2-chloro-ethyl)-pyrrolidine hydrochloride (4.80 g 28.2 mmol) was added. The reaction mixture was heated to 60° C. for 6 hours, cooled to room temperature and the mixture filtered through a plug of silica gel which was rinsed with triethylamine/ethyl acetate (1/4). The filtrate was concentrated in vacuo to rem...